Dataset: the Open Reaction Database (ORD), a public repository of structured organic reaction records. Task: describe an organic reaction: reactants, conditions, products, and yield Reactants: ClC1=CC=C(CN)C=C1 (4-Chlorobenzylamine), C[O-].[Na+] (sodium methoxide), OCC#CC=1C=C2C(C(=CN3C2=C(C1)CC3(C)C)C(=O)OCC)=O (ethyl 8-(3-hydroxyprop-1-ynyl)-2,2-dimethyl-6-oxo-1,2-dihydro-6H-pyrrolo[3,2,1-ij]quinoline-5-carboxylate). Solvent: CO (methanol). Reaction conditions: temperature 50 celsius. Yields the product ClC1=CC=C(CNC(=O)C2=CN3C4=C(C=C(C=C4C2=O)C#CCO)CC3(C)C)C=C1 (N-(4-Chlorobenzyl)-8-(3-hydroxyprop-1-ynyl)-2,2-dimethyl-6-oxo-1,2-dihydro-6H-pyrrolo[3,2,1-ij]quinoline-5-carboxamide). Reaction SMILES: [Cl:1][C:2]1[CH:9]=[CH:8][C:5]([CH2:6][NH2:7])=[CH:4][CH:3]=1.C[O-].[Na+].[OH:13][CH2:14][C:15]#[C:16][C:17]1[CH:18]=[C:19]2[C:24]3=[C:25]([CH2:27][C:28]([CH3:30])([CH3:29])[N:23]3[CH:22]=[C:21]([C:31](OCC)=[O:32])[C:20]2=[O:36])[CH:26]=1>CO>[Cl:1][C:2]1[CH:9]=[CH:8][C:5]([CH2:6][NH:7][C:31]([C:21]2[C:20](=[O:36])[C:19]3[C:24]4=[C:25]([CH2:27][C:28]([CH3:30])([CH3:29])[N:23]4[CH:22]=2)[CH:26]=[C:17]([C:16]#[C:15][CH2:14][OH:13])[CH:18]=3)=[O:32])=[CH:4][CH:3]=1 |f:1.2|. Reported procedure: 4-Chlorobenzylamine (110 μL) and sodium methoxide (25 mg) are added to a solution of ethyl 8-(3-hydroxyprop-1-ynyl)-2,2-dimethyl-6-oxo-1,2-dihydro-6H-pyrrolo[3,2,1-ij]quinoline-5-carboxylate (Preparation 14, 153 mg) in methanol (12 mL). The reaction is warmed to 50° C. for 48 hours. The reaction mixture is cooled in a freezer and the resulting white precipitate is filtered and washed with cold methanol, hexane, and ether to give 150 mg of the title compound as white crystals. Physical characteri... The reactants are N1=CC=CC=C1 (pyridine), NC=1C=C2C=C(NC2=CC1)C(=O)OCC (Ethyl 5-aminoindole-2-carboxylate), C(C1=CC=CC=C1)OC(=O)Cl (benzylchloroformate). Run in C(Cl)(Cl)Cl (chloroform), C(Cl)Cl (methylene chloride). Reaction conditions: time 1 hour. Product: C(C1=CC=CC=C1)OC(=O)NC=1C=C2C=C(NC2=CC1)C(=O)OCC (Ethyl 5-(Benzyloxycarbonylamino)indole-2-carboxylate). RXN SMILES: [NH2:1][C:2]1[CH:3]=[C:4]2[C:8](=[CH:9][CH:10]=1)[NH:7][C:6]([C:11]([O:13][CH2:14][CH3:15])=[O:12])=[CH:5]2.N1C=CC=CC=1.[CH2:22]([O:29][C:30](Cl)=[O:31])[C:23]1[CH:28]=[CH:27][CH:26]=[CH:25][CH:24]=1>C(Cl)Cl.C(Cl)(Cl)Cl>[CH2:22]([O:29][C:30]([NH:1][C:2]1[CH:3]=[C:4]2[C:8](=[CH:9][CH:10]=1)[NH:7][C:6]([C:11]([O:13][CH2:14][CH3:15])=[O:12])=[CH:5]2)=[O:31])[C:23]1[CH:28]=[CH:27][CH:26]=[CH:25][CH:24]=1. Procedure details: Ethyl 5-aminoindole-2-carboxylate [J. Am. Chem. Soc. 80, 4621 (1958) JCS Perkin I 53 (1977), 0.50 g] is dissolved in 49 ml of methylene chloride and pyridine (0.20 g) is added. The reaction is cooled to 0° and benzylchloroformate (0.36 ml) is added dropwise over 10 min. The reaction is stirred for 1 hr, diluted with chloroform, washed with saturated aqueous sodium bicarbonate, water, saline, dried over anhydrous sodium sulfate and concentrated under reduced pressure. The concentrate is purified ...